This data is from the Open Reaction Database (ORD), a public repository of structured organic reaction records. The task is: describe an organic reaction: reactants, conditions, products, and yield The reactants are CCCCc1nc2c(s1)Nc1ccccc1NC2=S, c1ccc(CCC2CNCCN2)cc1, ClCCl, COS(=O)(=O)C(F)(F)F, c1ccncc1. Yields the product CCCCc1nc2c(s1)Nc1ccccc1N=C2N1CCNC(CCc2ccccc2)C1. Reaction SMILES: [CH2:10]([CH2:11][CH2:12][CH3:13])[c:14]1[n:15][c:16]2[c:22]([s:23]1)[NH:21][c:20]1[c:19]([cH:27][cH:26][cH:25][cH:24]1)[NH:18][C:17]2=[S:28].[CH2:29]([CH2:30][c:31]1[cH:32][cH:33][cH:34][cH:35][cH:36]1)[CH:37]1[NH:38][CH2:39][CH2:40][NH:41][CH2:42]1.[Cl:49][CH2:50][Cl:51].[F:1][C:2]([F:3])([F:4])[S:5]([O:6][CH3:7])(=[O:8])=[O:9].[cH:43]1[cH:44][cH:45][n:46][cH:47][cH:48]1>>[CH2:10]([CH2:11][CH2:12][CH3:13])[c:14]1[n:15][c:16]2[c:22]([s:23]1)[NH:21][c:20]1[c:19]([cH:27][cH:26][cH:25][cH:24]1)[N:18]=[C:17]2[N:41]1[CH2:40][CH2:39][NH:38][CH:37]([CH2:29][CH2:30][c:31]2[cH:32][cH:33][cH:34][cH:35][cH:36]2)[CH2:42]1. RXN SMILES: [CH2:28]1[O:29][CH2:30][CH2:31][CH2:32]1.[Li+:26].[OH-:27].[OH2:33].[OH:1][B:2]1[O:3][CH:4]([CH2:20][C:21](=[O:22])[O:23][CH2:24][CH3:25])[c:5]2[c:6]1[cH:7][c:8]([O:13][c:14]1[n:15][cH:16][cH:17][n:18][cH:19]1)[cH:9][c:10]2[O:11][CH3:12]>>[OH:1][B:2]1[O:3][CH:4]([CH2:20][C:21](=[O:22])[OH:23])[c:5]2[c:6]1[cH:7][c:8]([O:13][c:14]1[n:15][cH:16][cH:17][n:18][cH:19]1)[cH:9][c:10]2[O:11][CH3:12]. The reactants are C1CCOC1, [Li+], [OH-], O, CCOC(=O)CC1OB(O)c2cc(Oc3cnccn3)cc(OC)c21. Yields the product COc1cc(Oc2cnccn2)cc2c1C(CC(=O)O)OB2O. The reactants are CCOC(=O)CBr, CCCCCCC(C)(C)c1cc(OCc2ccccc2)c2c(c1)OC(C)(C)CC2C(=O)OC, [Li]CCCC, CCOCC, C1CCOC1, CCCCCC, CCCCCC, CC(C)NC(C)C. Product: CCCCCCC(C)(C)c1cc(OCc2ccccc2)c2c(c1)OC(C)(C)CC2(CC(=O)OCC)C(=O)OC. As a reaction SMILES: [Br:46][CH2:47][C:48](=[O:49])[O:50][CH2:51][CH3:52].[CH2:13]([c:14]1[cH:15][cH:16][cH:17][cH:18][cH:19]1)[O:20][c:21]1[cH:22][c:23]([C:37]([CH2:38][CH2:39][CH2:40][CH2:41][CH2:42][CH3:43])([CH3:44])[CH3:45])[cH:24][c:25]2[c:26]1[CH:27]([C:33](=[O:34])[O:35][CH3:36])[CH2:28][C:29]([CH3:31])([CH3:32])[O:30]2.[CH2:1]([Li:2])[CH2:3][CH2:4][CH3:5].[CH2:59]([O:60][CH2:61][CH3:62])[CH3:63].[CH2:70]1[O:71][CH2:72][CH2:73][CH2:74]1.[CH3:53][CH2:54][CH2:55][CH2:56][CH2:57][CH3:58].[CH3:64][CH2:65][CH2:66][CH2:67][CH2:68][CH3:69].[CH:6]([NH:7][CH:8]([CH3:9])[CH3:10])([CH3:11])[CH3:12]>>[CH2:13]([c:14]1[cH:15][cH:16][cH:17][cH:18][cH:19]1)[O:20][c:21]1[cH:22][c:23]([C:37]([CH2:38][CH2:39][CH2:40][CH2:41][CH2:42][CH3:43])([CH3:44])[CH3:45])[cH:24][c:25]2[c:26]1[C:27]([C:33](=[O:34])[O:35][CH3:36])([CH2:47][C:48](=[O:49])[O:50][CH2:51][CH3:52])[CH2:28][C:29]([CH3:31])([CH3:32])[O:30]2. Reactants: O.C1(=CC=CC=C1)C(=O)C=O (Phenyglyoxal monohydrate), C1(=CC=CC=C1)OC1=CC=CC=C1 (diphenylether). Reagents/catalysts: [Ti](Cl)(Cl)(Cl)Cl (titanium tetrachloride). Run in ClC(C)Cl (dichloroethane). Yields the product O(C1=CC=CC=C1)C1=CC=C(C(C(C2=CC=CC=C2)=O)O)C=C1 (4'-phenoxybenzoin), crystal. The yield is 80.7%. Reaction SMILES: O.[C:2]1([C:8]([CH:10]=[O:11])=[O:9])[CH:7]=[CH:6][CH:5]=[CH:4][CH:3]=1.[C:12]1([O:18][C:19]2[CH:24]=[CH:23][CH:22]=[CH:21][CH:20]=2)[CH:17]=[CH:16][CH:15]=[CH:14][CH:13]=1>ClC(Cl)C.[Ti](Cl)(Cl)(Cl)Cl>[O:18]([C:19]1[CH:20]=[CH:21][C:22]([CH:10]([OH:11])[C:8](=[O:9])[C:2]2[CH:7]=[CH:6][CH:5]=[CH:4][CH:3]=2)=[CH:23][CH:24]=1)[C:12]1[CH:17]=[CH:16][CH:15]=[CH:14][CH:13]=1 |f:0.1|. Procedure details: Phenyglyoxal monohydrate (200 mg, 1.31 mM) and diphenylether (0.4 ml, 2.62 mM) were dissolved in dichloroethane (3 ml), titanium tetrachloride (0.07 ml, 0.66 mM) was added, and reacted at room temperature for 1 hour. Using the same procedure as in Example 1, 4'-phenoxybenzoin was obtained as crystal (331.2 mg, 80.7% yield).